Dataset: the Open Reaction Database (ORD), a public repository of structured organic reaction records. Task: describe an organic reaction: reactants, conditions, products, and yield Reactants: C1(CC1)N1C=C(C(C2=CC(=C(C(=C12)F)F)F)=O)C(=O)O (1-Cyclopropyl-6,7,8-trifluoro-1,4-dihydro-4-oxoquinoline-3-carboxylic acid), Br.Br.C(C)N1CC=2CNCC2C1 (N-ethyl-3,7-diazabicyclo [3.3.0] oct-1(5)-ene dihydrobromide), N12CCCCCC2=NCCC1 (1,8-diazabicyclo [5.4.0] undec-7-ene). The solvent is C(C)#N (acetonitrile). The product is C1(CC1)N1C=C(C(C2=CC(=C(C(=C12)F)N1CC=2CN(CC2C1)CC)F)=O)C(=O)O (1-cyclopropyl-6,8-difluoro-7-[7-ethyl-3,7-diazabicyclo[3.3.0] oct-1(5)-en-3-yl]-1,4-dihydro-4-oxoquinoline-3-carboxylic acid). Isolated yield 73.5%. As a reaction SMILES: [CH:1]1([N:4]2[C:13]3[C:8](=[CH:9][C:10]([F:16])=[C:11](F)[C:12]=3[F:14])[C:7](=[O:17])[C:6]([C:18]([OH:20])=[O:19])=[CH:5]2)[CH2:3][CH2:2]1.Br.Br.[CH2:23]([N:25]1[CH2:32][C:31]2[CH2:30][NH:29][CH2:28][C:27]=2[CH2:26]1)[CH3:24].N12CCCN=C1CCCCC2>C(#N)C>[CH:1]1([N:4]2[C:13]3[C:8](=[CH:9][C:10]([F:16])=[C:11]([N:29]4[CH2:30][C:31]5[CH2:32][N:25]([CH2:23][CH3:24])[CH2:26][C:27]=5[CH2:28]4)[C:12]=3[F:14])[C:7](=[O:17])[C:6]([C:18]([OH:20])=[O:19])=[CH:5]2)[CH2:3][CH2:2]1 |f:1.2.3|. Procedure details: 1-Cyclopropyl-6,7,8-trifluoro-1,4-dihydro-4-oxoquinoline-3-carboxylic acid (0.48 g), N-ethyl-3,7-diazabicyclo [3.3.0] oct-1(5)-ene dihydrobromide (0.57 g) and 1,8-diazabicyclo [5.4.0] undec-7-ene (DBU, 0.87 ml) were dissolved in acetonitrile (20 ml) and refluxed for 3 hours. After cooling the reaction mixture, the produced precipitate was collected by filteration and washed with acetonitrile (10 ml) and methanol (10 ml) to give the title compound (0.5 g, yield 73%) Starting materials: Cn1c2c(c(-c3cccc(N)c3)c1-c1ccnc(N)n1)C(=O)N(C(=O)OC(C)(C)C)CC2, ClCCl, O=C=Nc1ccc(C(F)(F)F)cc1. Product: Cn1c2c(c(-c3cccc(NC(=O)Nc4ccc(C(F)(F)F)cc4)c3)c1-c1ccnc(N)n1)C(=O)N(C(=O)OC(C)(C)C)CC2. Reaction SMILES: [C:1]([CH3:2])([CH3:3])([CH3:4])[O:5][C:6](=[O:7])[N:8]1[C:9](=[O:32])[c:10]2[c:11]([n:14]([CH3:31])[c:15](-[c:24]3[n:25][c:26]([NH2:30])[n:27][cH:28][cH:29]3)[c:16]2-[c:17]2[cH:18][c:19]([NH2:23])[cH:20][cH:21][cH:22]2)[CH2:12][CH2:13]1.[Cl:46][CH2:47][Cl:48].[N:33](=[C:34]=[O:35])[c:36]1[cH:37][cH:38][c:39]([C:42]([F:43])([F:44])[F:45])[cH:40][cH:41]1>>[C:1]([CH3:2])([CH3:3])([CH3:4])[O:5][C:6](=[O:7])[N:8]1[C:9](=[O:32])[c:10]2[c:11]([n:14]([CH3:31])[c:15](-[c:24]3[n:25][c:26]([NH2:30])[n:27][cH:28][cH:29]3)[c:16]2-[c:17]2[cH:18][c:19]([NH:23][C:34]([NH:33][c:36]3[cH:37][cH:38][c:39]([C:42]([F:43])([F:44])[F:45])[cH:40][cH:41]3)=[O:35])[cH:20][cH:21][cH:22]2)[CH2:12][CH2:13]1. The reactants are CC(=O)Oc2ccc1ccccc1c2 (substrate), c4cc(C)c(B3OB(c1c(C)cccc1)OB(c2c(C)cccc2)O3)cc4 (effective_coupling_partner). The reagents and catalysts are PCy3. Reaction conditions: temperature 110 celsius, time 12 hour. Yields the product c3ccc(c2ccc1ccccc1c2)c(C)c3. The reactants are CC(C)(C)O, CC1CC(C#N)(c2cccc(Sc3ccc(-c4ccnn4C)c(F)c3)c2F)CCO1, [K+], [OH-], O. RXN SMILES: [C:33]([OH:34])([CH3:35])([CH3:36])[CH3:37].[F:1][c:2]1[c:3]([C:22]2([C:29]#[N:30])[CH2:23][CH:24]([CH3:28])[O:25][CH2:26][CH2:27]2)[cH:4][cH:5][cH:6][c:7]1[S:8][c:9]1[cH:10][c:11]([F:21])[c:12](-[c:15]2[cH:16][cH:17][n:18][n:19]2[CH3:20])[cH:13][cH:14]1.[K+:32].[OH-:31].[OH2:38]>>[F:1][c:2]1[c:3]([C:22]2([C:29]([NH2:30])=[O:31])[CH2:23][CH:24]([CH3:28])[O:25][CH2:26][CH2:27]2)[cH:4][cH:5][cH:6][c:7]1[S:8][c:9]1[cH:10][c:11]([F:21])[c:12](-[c:15]2[cH:16][cH:17][n:18][n:19]2[CH3:20])[cH:13][cH:14]1. The product is CC1CC(C(N)=O)(c2cccc(Sc3ccc(-c4ccnn4C)c(F)c3)c2F)CCO1.